This data is from the Open Reaction Database (ORD), a public repository of structured organic reaction records. The task is: describe an organic reaction: reactants, conditions, products, and yield The reactants are CCN(C(C)C)C(C)C, CC(=O)OC(C)=O, CCOC(C)=O, [H][H], O=[N+]([O-])c1ccccc1OCC1CO1. Product: CC(=O)Nc1ccccc1OCC1CO1. Reaction SMILES: [CH2:24]([N:25]([CH:26]([CH3:27])[CH3:28])[CH:29]([CH3:30])[CH3:31])[CH3:32].[CH3:17][C:18](=[O:19])[O:20][C:21](=[O:22])[CH3:23].[CH3:33][CH2:34][O:35][C:36](=[O:37])[CH3:38].[H:15][H:16].[N+:1]([O-:2])(=[O:3])[c:4]1[c:5]([O:6][CH2:7][CH:8]2[O:9][CH2:10]2)[cH:11][cH:12][cH:13][cH:14]1>>[NH:1]([c:4]1[c:5]([O:6][CH2:7][CH:8]2[O:9][CH2:10]2)[cH:11][cH:12][cH:13][cH:14]1)[C:18]([CH3:17])=[O:19]. The reactants are CC1=CC=C(C=C1)S(=O)(=O)O.C1(=CC=CC=C1)C1(CCNCC1)C(=O)O (4-Phenyl-4-piperidinecarboxylic acid p-methylbenzenesulfonate), O1CCCC1.B (borane tetrahydrofuran), C(OC(C)(C)C)(OC(C)(C)C)=O (di-tert-butyl carbonate), [OH-].[Na+] (sodium hydroxide). Run in O1CCCC1 (tetrahydrofuran), C(C)(=O)OCC (ethyl acetate). Conditions: temperature 0 celsius. The product is OCC1(CCN(CC1)C(=O)OC(C)(C)C)C1=CC=CC=C1 (tert-Butyl 4-(hydroxymethyl)-4-phenylpiperidine-1-carboxylate). Yield: 62.8%. Reaction SMILES: CC1C=CC(S(O)(=O)=O)=CC=1.[C:12]1([C:18]2([C:24]([OH:26])=O)[CH2:23][CH2:22][NH:21][CH2:20][CH2:19]2)[CH:17]=[CH:16][CH:15]=[CH:14][CH:13]=1.O1CCCC1.B.[C:33](=O)([O:39]C(C)(C)C)[O:34][C:35]([CH3:38])([CH3:37])[CH3:36].[OH-].[Na+]>O1CCCC1.C(OCC)(=O)C>[OH:26][CH2:24][C:18]1([C:12]2[CH:13]=[CH:14][CH:15]=[CH:16][CH:17]=2)[CH2:19][CH2:20][N:21]([C:33]([O:34][C:35]([CH3:38])([CH3:37])[CH3:36])=[O:39])[CH2:22][CH2:23]1 |f:0.1,2.3,5.6|. Procedure details: 4-Phenyl-4-piperidinecarboxylic acid p-methylbenzenesulfonate (19.0 g, 50.3 mmol) was suspended in dry tetrahydrofuran (100 mL) and cooled to 0° C. To this was added borane tetrahydrofuran complex (1 M in THF, 100 mL, 100 mmol) cautiously over 15 min and the reaction mixture allowed to warm to room temperature overnight. The reaction mixture was cooled to 0° C., treated with di-tert-butyl carbonate (15.0 g, 218 mmol) and 10 N sodium hydroxide (12 mL), stirred at 0° C., and at room temperature ov... The reactants are NC1=C(C=C(C(=O)OC)C=C1)I (methyl 4-amino-3-iodo-benzoate), [F-].[Cs+] (CsF), COCCOC (DME), CSC1=CC=C(C=C1)B(O)O ([4-(methylthio)phenyl]boronic acid). Run in CCOC(=O)C (EtOAc), CCCCCC (Hexane). Yields the product NC1=CC=C(C=C1C1=CC=C(C=C1)SC)C(=O)OC (methyl 6-amino-4′-(methylthio)-1,1′-biphenyl-3-carboxylate). Reaction SMILES: [F-].[Cs+].COCCOC.[CH3:9][S:10][C:11]1[CH:16]=[CH:15][C:14](B(O)O)=[CH:13][CH:12]=1.[NH2:20][C:21]1[CH:30]=[CH:29][C:24]([C:25]([O:27][CH3:28])=[O:26])=[CH:23][C:22]=1I>CCOC(C)=O.CCCCCC>[NH2:20][C:21]1[C:22]([C:14]2[CH:15]=[CH:16][C:11]([S:10][CH3:9])=[CH:12][CH:13]=2)=[CH:23][C:24]([C:25]([O:27][CH3:28])=[O:26])=[CH:29][CH:30]=1 |f:0.1|. Procedure: Prepared according to the general procedure Coupling-1 (CsF, DME, 20° C.) using [4-(methylthio)phenyl]boronic acid and methyl 4-amino-3-iodo-benzoate as starting material. Flash chromatography (Hexane:EtOAc, 70:30) afforded the title compound as a white solid. Reactants: CC1=NC2=CC=C(C(=C2C=C1)OC)F (2-methyl-5-methoxy-6-fluoroquinoline). Solvent: Br (hydrobromic acid). Yields the product FC=1C(=C2C=CC(=NC2=CC1)C)O (6-Fluoro-5-hydroxy-2-methylquinoline). Isolated yield 72.6%. As a reaction SMILES: [CH3:1][C:2]1[CH:11]=[CH:10][C:9]2[C:4](=[CH:5][CH:6]=[C:7]([F:14])[C:8]=2[O:12]C)[N:3]=1>Br>[F:14][C:7]1[C:8]([OH:12])=[C:9]2[C:4](=[CH:5][CH:6]=1)[N:3]=[C:2]([CH3:1])[CH:11]=[CH:10]2. Procedure: A mixture of 2-methyl-5-methoxy-6-fluoroquinoline (2.07 g, 10.8 mmol) and 48% hydrobromic acid (30 ml) was stirred at reflux for 24 h. The reaction mix was reduced to minimum volume in vacuo and partitioned between dichloromethane (50 ml) and sat. aqueous sodium bicarbonate solution (50 ml). The organic layer was dried over sodium sulfate, filtered and evaporated in vacuo to give the title compound as a brown solid (1.39 g, 73%).